This data is from the Open Reaction Database (ORD), a public repository of structured organic reaction records. The task is: describe an organic reaction: reactants, conditions, products, and yield Reactants: CCO, COC(=O)C(=CC=Cc1cc2cc(Cl)ccc2o1)OC, O. Product: COC(=CC=Cc1cc2cc(Cl)ccc2o1)C(=O)O. RXN SMILES: [CH3:21][CH2:22][OH:23].[Cl:1][c:2]1[cH:3][cH:4][c:5]2[c:6]([cH:7][c:8]([CH:10]=[CH:11][CH:12]=[C:13]([C:14](=[O:15])[O:16][CH3:17])[O:18][CH3:19])[o:9]2)[cH:20]1.[OH2:24]>>[Cl:1][c:2]1[cH:3][cH:4][c:5]2[c:6]([cH:7][c:8]([CH:10]=[CH:11][CH:12]=[C:13]([C:14](=[O:15])[OH:16])[O:18][CH3:19])[o:9]2)[cH:20]1. The reactants are CC(=O)O[BH-](OC(C)=O)OC(C)=O, CC(=O)O, CC(C)Oc1ccc(OCc2ccccc2)cc1-c1nc2cc(C=O)cnc2[nH]1, CC(C)CN, ClCCl, [Na+], O. The product is CC(C)CNCc1cnc2[nH]c(-c3cc(OCc4ccccc4)ccc3OC(C)C)nc2c1. As a reaction SMILES: [C:35]([O:36][BH-:37]([O:38][C:39](=[O:40])[CH3:41])[O:42][C:43](=[O:44])[CH3:45])(=[O:46])[CH3:47].[C:53]([OH:54])(=[O:55])[CH3:56].[CH2:1]([c:2]1[cH:3][cH:4][cH:5][cH:6][cH:7]1)[O:8][c:9]1[cH:10][cH:11][c:12]([O:26][CH:27]([CH3:28])[CH3:29])[c:13](-[c:15]2[n:16][c:17]3[c:18]([n:19][cH:20][c:21]([CH:23]=[O:24])[cH:22]3)[nH:25]2)[cH:14]1.[CH3:30][CH:31]([CH2:32][NH2:33])[CH3:34].[Cl:50][CH2:51][Cl:52].[Na+:48].[OH2:49]>>[CH2:1]([c:2]1[cH:3][cH:4][cH:5][cH:6][cH:7]1)[O:8][c:9]1[cH:10][cH:11][c:12]([O:26][CH:27]([CH3:28])[CH3:29])[c:13](-[c:15]2[n:16][c:17]3[c:18]([n:19][cH:20][c:21]([CH2:23][NH:33][CH2:32][CH:31]([CH3:30])[CH3:34])[cH:22]3)[nH:25]2)[cH:14]1. The reactants are CCC(CC)C(=O)Nc1sc2c(c1C#N)CCC(=O)C2, CC(=O)O[BH-](OC(C)=O)OC(C)=O, CC(=O)O, NCc1ccc(Cl)cc1Cl, ClCCl, [Na+]. Yields the product CCC(CC)C(=O)Nc1sc2c(c1C#N)CCC(NCc1ccc(Cl)cc1Cl)C2. RXN SMILES: [C:1](#[N:2])[c:3]1[c:4]([NH:13][C:14]([CH:15]([CH2:16][CH3:17])[CH2:18][CH3:19])=[O:20])[s:5][c:6]2[c:7]1[CH2:8][CH2:9][C:10](=[O:12])[CH2:11]2.[C:31]([O:32][BH-:33]([O:34][C:35](=[O:36])[CH3:37])[O:38][C:39](=[O:40])[CH3:41])(=[O:42])[CH3:43].[CH3:45][C:46](=[O:47])[OH:48].[Cl:21][c:22]1[c:23]([CH2:29][NH2:30])[cH:24][cH:25][c:26]([Cl:28])[cH:27]1.[Cl:49][CH2:50][Cl:51].[Na+:44]>>[C:1](#[N:2])[c:3]1[c:4]([NH:13][C:14]([CH:15]([CH2:16][CH3:17])[CH2:18][CH3:19])=[O:20])[s:5][c:6]2[c:7]1[CH2:8][CH2:9][CH:10]([NH:30][CH2:29][c:23]1[c:22]([Cl:21])[cH:27][c:26]([Cl:28])[cH:25][cH:24]1)[CH2:11]2.